From a dataset of the Open Reaction Database (ORD), a public repository of structured organic reaction records. describe an organic reaction: reactants, conditions, products, and yield Starting materials: CI, CC(=O)O, CN(C)C=O, [H-], N#Cc1c[nH]nc1-c1ccc([N+](=O)[O-])o1, [Na+], O. The product is Cn1cc(C#N)c(-c2ccc([N+](=O)[O-])o2)n1. Reaction SMILES: [CH3:18][I:19].[CH3:20][C:21](=[O:22])[OH:23].[CH3:24][N:25]([CH3:26])[CH:27]=[O:28].[H-:16].[N+:1](=[O:2])([O-:3])[c:4]1[cH:5][cH:6][c:7](-[c:9]2[n:10][nH:11][cH:12][c:13]2[C:14]#[N:15])[o:8]1.[Na+:17].[OH2:29]>>[N+:1](=[O:2])([O-:3])[c:4]1[cH:5][cH:6][c:7](-[c:9]2[n:10][n:11]([CH3:20])[cH:12][c:13]2[C:14]#[N:15])[o:8]1. Reactants: N1C(=CC2=CC=CC=C12)/C=C/C=C(/C(=O)[O-])\OC ((2Z,4E)-5-(2-indolyl)-2-methoxy-2,4 pentadienoate), C1(=CC=CC=C1)C (toluene), C(C1=CC=CC=C1)N (benzylamine), C[Al](C)C (trimethylaluminium). Product: C(C1=CC=CC=C1)NC(/C(=C/C=C/C=1NC2=CC=CC=C2C1)/OC)=O ((2Z,4E)-N-Benzyl-5-(2-indolyl)-2-methoxy-2,4-pentadienamide). The yield is 32.4%. Reaction SMILES: [NH:1]1[C:9]2[C:4](=[CH:5][CH:6]=[CH:7][CH:8]=2)[CH:3]=[C:2]1/[CH:10]=[CH:11]/[CH:12]=[C:13](\[O:17][CH3:18])/[C:14]([O-:16])=O.[CH2:19]([NH2:26])[C:20]1[CH:25]=[CH:24][CH:23]=[CH:22][CH:21]=1.C[Al](C)C.C1(C)C=CC=CC=1>>[CH2:19]([NH:26][C:14](=[O:16])/[C:13](/[O:17][CH3:18])=[CH:12]/[CH:11]=[CH:10]/[C:2]1[NH:1][C:9]2[C:4]([CH:3]=1)=[CH:5][CH:6]=[CH:7][CH:8]=2)[C:20]1[CH:25]=[CH:24][CH:23]=[CH:22][CH:21]=1. Procedure details: This compound was prepared following the same procedure of Example 9 and starting from (2Z,4E)-5-(2-indolyl)-2-methoxy-2,4 pentadienoate (0.1 g, 0.39 mmol), benzylamine (0.043 ml, 0.39 mmol) and a solution of 2M trimethylaluminium in toluene (0.4 ml, 0.8 mmol). After crystallisation from isopropanol, 42 mg (32.4%) of the title compound were obtained, m.p.=204-205° C. 1H-NMR (acetone-d6): 10.55 (br s, 1H); 7.94 (br t, 1H); 7.51 (d, 1H); 7.38-7.21 (m, 6H); 7.18 (dd, 1H); 7.11 (ddd, 1H); 6.99 (ddd,...